This data is from the Open Reaction Database (ORD), a public repository of structured organic reaction records. The task is: describe an organic reaction: reactants, conditions, products, and yield The reactants are CC=1N=C(C(=NC1C)OC)NC(OC1=CC=CC=C1)=O (Phenyl N-(5,6-dimethyl-2-methoxypyrazin-3-yl)carbamate), FC1=C(C=CC=C1)N1CCNCC1 (1-(2-fluorophenyl)piperazine). The product is CC=1N=C(C(=NC1C)OC)NC(=O)N1CCN(CC1)C1=C(C=CC=C1)F (1-[(5,6-Dimethyl-2-methoxypyrazin-3-yl)aminocarbonyl]-4-(2-fluorophenyl)piperazine). Yield: 74.5%. As a reaction SMILES: [CH3:1][C:2]1[N:3]=[C:4]([NH:11][C:12](=[O:20])OC2C=CC=CC=2)[C:5]([O:9][CH3:10])=[N:6][C:7]=1[CH3:8].[F:21][C:22]1[CH:27]=[CH:26][CH:25]=[CH:24][C:23]=1[N:28]1[CH2:33][CH2:32][NH:31][CH2:30][CH2:29]1>>[CH3:1][C:2]1[N:3]=[C:4]([NH:11][C:12]([N:31]2[CH2:30][CH2:29][N:28]([C:23]3[CH:24]=[CH:25][CH:26]=[CH:27][C:22]=3[F:21])[CH2:33][CH2:32]2)=[O:20])[C:5]([O:9][CH3:10])=[N:6][C:7]=1[CH3:8]. Procedure: Phenyl N-(5,6-dimethyl-2-methoxypyrazin-3-yl)carbamate and 1-(2-fluorophenyl)piperazine were reacted by the same way with the example 1 to obtain the titled compound. Starting materials: FC1=C(C=CC=C1F)CN1C2=CC=CC(=C2C=2C(=CC=CC12)OCC(=O)OC)C(N)=O ({9-[(2,3-difluorophenyl)methyl]-5-carbamoylcarbazol-4-yl}oxyacetic acid, methyl ester), [OH-].[Na+] (NaOH), diethyl ether hexanes. The solvent is C(C)O (ethanol). Conditions: temperature 25 celsius, time 18 hour. The product is FC1=C(C=CC=C1F)CN1C2=CC=CC(=C2C=2C(=CC=CC12)OCC(=O)O)C(N)=O ({9-[(2,3-difluorophenyl)methyl]-5-carbamoylcarbazol-4-yl}oxyacetic acid). Yield: 93.7%. RXN SMILES: [F:1][C:2]1[C:7]([F:8])=[CH:6][CH:5]=[CH:4][C:3]=1[CH2:9][N:10]1[C:22]2[CH:21]=[CH:20][CH:19]=[C:18]([O:23][CH2:24][C:25]([O:27]C)=[O:26])[C:17]=2[C:16]2[C:11]1=[CH:12][CH:13]=[CH:14][C:15]=2[C:29](=[O:31])[NH2:30].[OH-].[Na+]>C(O)C>[F:1][C:2]1[C:7]([F:8])=[CH:6][CH:5]=[CH:4][C:3]=1[CH2:9][N:10]1[C:22]2[CH:21]=[CH:20][CH:19]=[C:18]([O:23][CH2:24][C:25]([OH:27])=[O:26])[C:17]=2[C:16]2[C:11]1=[CH:12][CH:13]=[CH:14][C:15]=2[C:29](=[O:31])[NH2:30] |f:1.2|. Procedure: A suspension of the {9-[(2,3-difluorophenyl)methyl]-5-carbamoylcarbazol-4-yl}oxyacetic acid, methyl ester (85 mg, 0.2 mM) and 0.22 mL (0.22 mM) of 1 N NaOH in 5 mL of ethanol was stirred for 18 hours at 25° C. A small volume of diethyl ether/hexanes was added, then cooled in the refrigerator. The resultant white precipitate was collected by filtration, washed with a small amount of EtOH/diethyl ether/hexanes, then dried in vacuo to afford 77 mg (89%) of the {9-[(2,3-difluorophenyl)methyl]-5-carb... The reactants are C(C)OC(=O)C=1N(N=NC1C(C)C)C1=C(C=CC=C1Cl)Cl (3-(2,6-dichloro-phenyl)-5-isopropyl-3H-[1,2,3]triazole-4-carboxylic acid ethyl ester), CC(C)C[AlH]CC(C)C (DIBAL). Solvent: C1CCOC1 (THF), C1(=CC=CC=C1)C (toluene). Product: ClC1=C(C(=CC=C1)Cl)N1N=NC(=C1CO)C(C)C ([3-(2,6-Dichloro-phenyl)-5-isopropyl-3H-[1,2,3]triazol-4-yl]-methanol). Isolated yield 90.0%. As a reaction SMILES: C([O:3][C:4]([C:6]1[N:7]([C:14]2[C:19]([Cl:20])=[CH:18][CH:17]=[CH:16][C:15]=2[Cl:21])[N:8]=[N:9][C:10]=1[CH:11]([CH3:13])[CH3:12])=O)C.CC(C[AlH]CC(C)C)C>C1COCC1.C1(C)C=CC=CC=1>[Cl:21][C:15]1[CH:16]=[CH:17][CH:18]=[C:19]([Cl:20])[C:14]=1[N:7]1[C:6]([CH2:4][OH:3])=[C:10]([CH:11]([CH3:13])[CH3:12])[N:9]=[N:8]1. Reported procedure: To a 0° C. solution of 3-(2,6-dichloro-phenyl)-5-isopropyl-3H-[1,2,3]triazole-4-carboxylic acid ethyl ester (2.88 g) in THF (25 mL) is added 1 M DIBAL in toluene (38 mL). The reaction is allowed to warm to room temperature. Upon completion, the reaction mixture is quenched slowly with water and is acidified with 1 N HCl. The resulting solution is extracted two times with ethyl acetate. The combined organic layers are washed with brine, dried over sodium sulfate, filtered, and concentrated under ... Reactants: CC=1C=2C=C(C=CC2N(C1C=3C=CC(=CC3)O)CC=4C=CC(=CC4)OCCN5CCCCCC5)O.CC(=O)O (Bazedoxifene acetate). The solvent is CN(C=O)C (dimethylformamide). Conditions: temperature 72.5 celsius, time 8 hour. The product is CC=1C=2C=C(C=CC2N(C1C=3C=CC(=CC3)O)CC=4C=CC(=CC4)OCCN5CCCCCC5)O (bazedoxifene). The yield is 75.2%. Reaction SMILES: [CH3:1][C:2]1[C:3]2[CH:4]=[C:5]([OH:35])[CH:6]=[CH:7][C:8]=2[N:9]([CH2:18][C:19]2[CH:20]=[CH:21][C:22]([O:25][CH2:26][CH2:27][N:28]3[CH2:34][CH2:33][CH2:32][CH2:31][CH2:30][CH2:29]3)=[CH:23][CH:24]=2)[C:10]=1[C:11]1[CH:12]=[CH:13][C:14]([OH:17])=[CH:15][CH:16]=1.CC(O)=O>CN(C)C=O>[CH3:1][C:2]1[C:3]2[CH:4]=[C:5]([OH:35])[CH:6]=[CH:7][C:8]=2[N:9]([CH2:18][C:19]2[CH:24]=[CH:23][C:22]([O:25][CH2:26][CH2:27][N:28]3[CH2:29][CH2:30][CH2:31][CH2:32][CH2:33][CH2:34]3)=[CH:21][CH:20]=2)[C:10]=1[C:11]1[CH:12]=[CH:13][C:14]([OH:17])=[CH:15][CH:16]=1 |f:0.1|. Reported procedure: Bazedoxifene acetate (15 g) and dimethylformamide (75 mL) are mixed and heated to 70-75° C. to produce a clear solution, followed by filtration to make it particle free. To the filtrate, toluene (1000 mL), morpholine (1 mL), and water (500 mL) are added and the mixture is cooled to 25-30° C. and stirred overnight. The solid that forms is collected by filtration, washed with toluene (20 mL), and dried under vacuum at 70° C. for 5 hours to afford 10 g of crystalline bazedoxifene free base Form A.